From a dataset of the Open Reaction Database (ORD), a public repository of structured organic reaction records. describe an organic reaction: reactants, conditions, products, and yield Solvent: CO.C(C)(=O)OCC (methanol ethyl acetate). Reaction conditions: time 30 minute. Product: ClC1=CC=C(OC2=CC=C(C=C2)N2C(N(CC2C2=CC(=CC=C2)O)CCS(=O)(=O)C)=O)C=C1 (3-(4-(4-chlorophenoxy)phenyl)-4-(3-hydroxyphenyl)-1-(2-(methylsulfonyl)ethyl)imidazolidin-2-one). As a reaction SMILES: [Cl:1][C:2]1[CH:40]=[CH:39][C:5]([O:6][C:7]2[CH:12]=[CH:11][C:10]([N:13]3[CH:17]([C:18]4[CH:23]=[CH:22][CH:21]=[C:20]([O:24]CC5C=CC=CC=5)[CH:19]=4)[CH2:16][N:15]([CH2:32][CH2:33][S:34]([CH3:37])(=[O:36])=[O:35])[C:14]3=[O:38])=[CH:9][CH:8]=2)=[CH:4][CH:3]=1>CO.C(OCC)(=O)C.[Pd]>[Cl:1][C:2]1[CH:3]=[CH:4][C:5]([O:6][C:7]2[CH:8]=[CH:9][C:10]([N:13]3[CH:17]([C:18]4[CH:23]=[CH:22][CH:21]=[C:20]([OH:24])[CH:19]=4)[CH2:16][N:15]([CH2:32][CH2:33][S:34]([CH3:37])(=[O:35])=[O:36])[C:14]3=[O:38])=[CH:11][CH:12]=2)=[CH:39][CH:40]=1 |f:1.2|. Reagents/catalysts: [Pd] (Pd/C). The reactants are ClC1=CC=C(OC2=CC=C(C=C2)N2C(N(CC2C2=CC(=CC=C2)OCC2=CC=CC=C2)CCS(=O)(=O)C)=O)C=C1 (3-(4-(4-chlorophenoxy)phenyl)-4-(3-(benzyloxy)phenyl)-1-(2-(methylsulfonyl)ethyl)imidazolidin-2-one). Procedure: To 3-(4-(4-chlorophenoxy)phenyl)-4-(3-(benzyloxy)phenyl)-1-(2-(methylsulfonyl)ethyl)imidazolidin-2-one (Example 289) (200 mg, 0.35 mmol) in methanol/ethyl acetate (1:3) is added 20 mg Pd/C. The mixture is stirred under H2 atmosphere for 30 minutes. Filtration through a bed of celite and evaporation yields 178 mg of the title compound as a white solid. 1H NMR (CDCl3) δ 7.32-7.29 (m, 2H), 7.25-7.19 (m, 2H), 7.19-7.15 (m, 1H), 6.88-6.83 (m, 4H), 6.79-6.73 (m, 3H), 5.10 (dd, J=9.2, 5.6 Hz, 1H), 3.97... Yield: 104.4%.